This data is from the Open Reaction Database (ORD), a public repository of structured organic reaction records. The task is: describe an organic reaction: reactants, conditions, products, and yield The reactants are B, COC(=O)C(CC(=O)O)NC(=O)OCc1ccccc1, C1CCOC1. The product is COC(=O)C(CCO)NC(=O)OCc1ccccc1. Reaction SMILES: [BH3:21].[CH3:1][O:2][C:3]([CH:4]([CH2:5][C:6](=[O:7])[OH:8])[NH:9][C:10](=[O:11])[O:12][CH2:13][c:14]1[cH:15][cH:16][cH:17][cH:18][cH:19]1)=[O:20].[O:22]1[CH2:23][CH2:24][CH2:25][CH2:26]1>>[CH3:1][O:2][C:3]([CH:4]([CH2:5][CH2:6][OH:7])[NH:9][C:10](=[O:11])[O:12][CH2:13][c:14]1[cH:15][cH:16][cH:17][cH:18][cH:19]1)=[O:20]. Reactants: CSC1=NC2(CC(c3ccccc3)Oc3ccccc32)C(=O)N1C, CCO, N. The product is CN1C(=O)C2(CC(c3ccccc3)Oc3ccccc32)N=C1N. RXN SMILES: [CH3:1][N:2]1[C:3]([S:23][CH3:24])=[N:4][C:5]2([CH2:6][CH:7]([c:15]3[cH:16][cH:17][cH:18][cH:19][cH:20]3)[O:8][c:9]3[cH:10][cH:11][cH:12][cH:13][c:14]32)[C:21]1=[O:22].[CH3:26][CH2:27][OH:28].[NH3:25]>>[CH3:1][N:2]1[C:3]([NH2:25])=[N:4][C:5]2([CH2:6][CH:7]([c:15]3[cH:16][cH:17][cH:18][cH:19][cH:20]3)[O:8][c:9]3[cH:10][cH:11][cH:12][cH:13][c:14]32)[C:21]1=[O:22]. The reactants are CCOC(=O)c1nn(-c2ccc(Br)cc2)c2c1CCc1ccc([N+](=O)[O-])cc1-2, C1CCOC1, CCOC(C)=O, Cl, [Na+], [OH-]. Product: O=C(O)c1nn(-c2ccc(Br)cc2)c2c1CCc1ccc([N+](=O)[O-])cc1-2. As a reaction SMILES: [Br:1][c:2]1[cH:3][cH:4][c:5](-[n:8]2[n:9][c:10]([C:24](=[O:25])[O:26][CH2:27][CH3:28])[c:11]3[c:16]2-[c:15]2[c:14]([cH:20][cH:19][c:18]([N+:21](=[O:22])[O-:23])[cH:17]2)[CH2:13][CH2:12]3)[cH:6][cH:7]1.[CH2:32]1[O:33][CH2:34][CH2:35][CH2:36]1.[CH3:37][CH2:38][O:39][C:40](=[O:41])[CH3:42].[ClH:31].[Na+:30].[OH-:29]>>[Br:1][c:2]1[cH:3][cH:4][c:5](-[n:8]2[n:9][c:10]([C:24](=[O:25])[OH:26])[c:11]3[c:16]2-[c:15]2[c:14]([cH:20][cH:19][c:18]([N+:21](=[O:22])[O-:23])[cH:17]2)[CH2:13][CH2:12]3)[cH:6][cH:7]1. Starting materials: BrC1=C2C=CC=C(C2=CC=C1)CC(=O)NC1=CC(=C(C=C1)OC)N1CCN(CC1)C (5-bromo-N-[4-methoxy-3-(4-methylpiperazin-1-yl)phenyl]naphth-1-ylacetamide), C(C)(=O)C1=CC=C(C=C1)B(O)O (4-acetylphenylboronic acid), Example 4. Product: C(C)(=O)C1=CC=C(C=C1)C1=C2C=CC=C(C2=CC=C1)CC(=O)NC1=CC(=C(C=C1)OC)N1CCN(CC1)C (5-(4-Acetylphenyl)-N-[4-methoxy-3-(4-methylpiperazin-1-yl)phenyl]naphth-1-ylacetamide). RXN SMILES: Br[C:2]1[CH:11]=[CH:10][CH:9]=[C:8]2[C:3]=1[CH:4]=[CH:5][CH:6]=[C:7]2[CH2:12][C:13]([NH:15][C:16]1[CH:21]=[CH:20][C:19]([O:22][CH3:23])=[C:18]([N:24]2[CH2:29][CH2:28][N:27]([CH3:30])[CH2:26][CH2:25]2)[CH:17]=1)=[O:14].[C:31]([C:34]1[CH:39]=[CH:38][C:37](B(O)O)=[CH:36][CH:35]=1)(=[O:33])[CH3:32]>>[C:31]([C:34]1[CH:39]=[CH:38][C:37]([C:2]2[CH:11]=[CH:10][CH:9]=[C:8]3[C:3]=2[CH:4]=[CH:5][CH:6]=[C:7]3[CH2:12][C:13]([NH:15][C:16]2[CH:21]=[CH:20][C:19]([O:22][CH3:23])=[C:18]([N:24]3[CH2:29][CH2:28][N:27]([CH3:30])[CH2:26][CH2:25]3)[CH:17]=2)=[O:14])=[CH:36][CH:35]=1)(=[O:33])[CH3:32]. Procedure: The title compound was prepared from 5-bromo-N-[4-methoxy-3-(4-methylpiperazin-1-yl)phenyl]naphth-1-ylacetamide (E20) and 4-acetylphenylboronic acid using a similar procedure to Example 4 (20%). Reactants: S(O)(O)(=O)=O (sulfuric acid), FC(C(=O)O)(F)F (trifluoroacetic acid), FC1=CC=C(N)C=C1 (4-fluoroaniline), [N-]=[N+]=[N-].[Na+] (sodium azide), N(=O)[O-].[Na+] (sodium nitrite), ice. Solvent: O (water), O (water). Reaction conditions: time 30 minute. Product: N(=[N+]=[N-])C1=CC=C(C=C1)F (1-Azido-4-fluoro-benzene). Yield: 96.5%. Reaction SMILES: S(=O)(=O)(O)O.FC(F)(F)C(O)=O.[F:13][C:14]1[CH:20]=[CH:19][C:17]([NH2:18])=[CH:16][CH:15]=1.N([O-])=O.[Na+].[N-:25]=[N+:26]=[N-].[Na+]>O>[N:18]([C:17]1[CH:19]=[CH:20][C:14]([F:13])=[CH:15][CH:16]=1)=[N+:25]=[N-:26] |f:3.4,5.6|. Procedure details: Prepared in analogy to J. Org. Chem. (1989) 54:5938-5945. To a solution of sulfuric acid (40 mL) and trifluoroacetic acid (200 mL) was added 4-fluoroaniline (22.1 mL, 0.23 mol) dropwise. Then under ice-cooling a solution of sodium nitrite (20.6 g, 0.3 mol) in water (200 mL) was added over 30 min at 15-18° C. The solution was then stirred for 30 min while kept in the ice bath. A solution of sodium azide (25.42 g, 0.39 mol) in water (150 mL) was added dropwise over 30 min. Mixture was foaming and ... Starting materials: [Na] (Sodium), [Na] (sodium), OC1=C(C=C(C=C1CN(CC)CC)C(C)(C)CC(C)(C)C)N1N=C2C(=N1)C=CC=C2 (2-(2-hydroxy-3-diethylaminomethyl-5-tert-octylphenyl)-2H-benzotriazole), OC1=C(C(=O)C2=CC=CC=C2)C=CC(=C1)OCCCCCCCC (2-hydroxy-4-n-octyloxybenzophenone), C[O-].[Na+] (sodium methoxide). The solvent is CO (methanol), CO (Methanol), CO (methanol), CO (methanol). Conditions: time 24 hour. The product is N=1N(N=C2C1C=CC=C2)C2=C(C(=CC(=C2)C(C)(C)CC(C)(C)C)CC2=C(C(=CC=C2OCCCCCCCC)C(C2=CC=CC=C2)=O)O)O (2-(Benzotriazol-2-yl)-4-tert-octyl-6-(2-hydroxy-3-benzoyl-6-n-octyloxybenzyl)phenol), solid. Isolated yield 62.0%. Reaction SMILES: [Na].[OH:2][C:3]1[C:8]([CH2:9]N(CC)CC)=[CH:7][C:6]([C:15]([CH2:18][C:19]([CH3:22])([CH3:21])[CH3:20])([CH3:17])[CH3:16])=[CH:5][C:4]=1[N:23]1[N:27]=[C:26]2[CH:28]=[CH:29][CH:30]=[CH:31][C:25]2=[N:24]1.[OH:32][C:33]1[CH:46]=[C:45]([O:47][CH2:48][CH2:49][CH2:50][CH2:51][CH2:52][CH2:53][CH2:54][CH3:55])[CH:44]=[CH:43][C:34]=1[C:35]([C:37]1[CH:42]=[CH:41][CH:40]=[CH:39][CH:38]=1)=[O:36].C[O-].[Na+]>CO>[N:24]1[N:23]([C:4]2[CH:5]=[C:6]([C:15]([CH2:18][C:19]([CH3:22])([CH3:21])[CH3:20])([CH3:16])[CH3:17])[CH:7]=[C:8]([CH2:9][C:46]3[C:45]([O:47][CH2:48][CH2:49][CH2:50][CH2:51][CH2:52][CH2:53][CH2:54][CH3:55])=[CH:44][CH:43]=[C:34]([C:35](=[O:36])[C:37]4[CH:42]=[CH:41][CH:40]=[CH:39][CH:38]=4)[C:33]=3[OH:32])[C:3]=2[OH:2])[N:27]=[C:26]2[CH:28]=[CH:29][CH:30]=[CH:31][C:25]=12 |f:3.4,^1:0|. Reported procedure: Methanol (50 ml) is placed into a 300 ml three-necked flask equipped with a stirrer, thermometer, condenser, Dean-Stark trap and nitrogen inlet. Sodium (0.3 g, 0.013 tool) is added to the methanol and the mixture stirred at room temperature till all the sodium is dissolved. Then, 2-(2-hydroxy-3-diethylaminomethyl-5-tert-octylphenyl)-2H-benzotriazole (10.2 g, 0.025 mol), 2-hydroxy-4-n-octyloxybenzophenone (8.2 g, 0.025 mol) and another 50 ml of methanol are added to the sodium methoxide solution.... The reactants are IC=1C=C(NC1)C(=O)OC (methyl 4-iodo-2-pyrrolecarboxylate), [H-].[Na+] (sodium hydride), O (water), IC (iodomethane). The solvent is CN(C)C=O (DMF), CN(C)C=O (DMF). Yields the product CN1C(=CC(=C1)I)C(=O)OC (methyl N-methyl-4-iodo-2-pyrrolecarboxylate). Reaction SMILES: [H-].[Na+].[I:3][C:4]1[CH:5]=[C:6]([C:9]([O:11][CH3:12])=[O:10])[NH:7][CH:8]=1.I[CH3:14].O>CN(C=O)C>[CH3:14][N:7]1[CH:8]=[C:4]([I:3])[CH:5]=[C:6]1[C:9]([O:11][CH3:12])=[O:10] |f:0.1|. Reported procedure: 780 mg (25.9 mmol) of sodium hydride (80% in oil) and 20 ml of DMF were introduced into a three-necked flask, a solution of 6.5 g (25.9 mmol) of methyl 4-iodo-2-pyrrolecarboxylate in 50 ml of DMF was added dropwise and the mixture was stirred until gaseous emission ceased. 2.1 ml (33.6 mmol) of iodomethane were then added and the mixture was stirred at room temperature for two hours. The reaction medium was poured into water, extracted with ethyl ether, the organic phase decanted, dried over mag... Starting materials: CC(C)C[Al+]CC(C)C, N#Cc1ccc(Oc2ccc(F)cc2)s1, [H-], C1CCOC1, O. Product: O=Cc1ccc(Oc2ccc(F)cc2)s1. RXN SMILES: [CH2:22]([Al+:23][CH2:24][CH:25]([CH3:26])[CH3:27])[CH:28]([CH3:29])[CH3:30].[F:6][c:7]1[cH:8][cH:9][c:10]([O:11][c:12]2[cH:13][cH:14][c:15]([C:17]#[N:18])[s:16]2)[cH:19][cH:20]1.[H-:21].[O:1]1[CH2:2][CH2:3][CH2:4][CH2:5]1.[OH2:31]>>[O:1]=[CH:17][c:15]1[cH:14][cH:13][c:12]([O:11][c:10]2[cH:9][cH:8][c:7]([F:6])[cH:20][cH:19]2)[s:16]1. Reactants: Cn1nc2c(oc3ccccc32)c1N, CC(=O)OC(C)=O, O=CO, O. Yields the product Cn1nc2c(oc3ccccc32)c1NC=O. As a reaction SMILES: [CH3:11][n:12]1[n:13][c:14]2[c:15]([c:16]1[NH2:17])[o:18][c:19]1[c:20]2[cH:21][cH:22][cH:23][cH:24]1.[CH3:1][C:2](=[O:3])[O:4][C:5](=[O:6])[CH3:7].[CH:8]([OH:9])=[O:10].[OH2:25]>>[CH:2](=[O:3])[NH:17][c:16]1[n:12]([CH3:11])[n:13][c:14]2[c:15]1[o:18][c:19]1[c:20]2[cH:21][cH:22][cH:23][cH:24]1. Starting materials: COC1=C(C=C(C=C1)[N+](=O)[O-])O (2-methoxy-5-nitrophenol), Cl.ClCCN1CCCCC1 (1-(2-chloroethyl)piperidine hydrochloride), 2. The product is N1(CCCCC1)CCOC=1C=C(N)C=CC1OC (3-(2-Piperidin-1-ylethoxy)-4-methoxyaniline). Reaction SMILES: [CH3:1][O:2][C:3]1[CH:8]=[CH:7][C:6]([N+:9]([O-])=O)=[CH:5][C:4]=1[OH:12].Cl.Cl[CH2:15][CH2:16][N:17]1[CH2:22][CH2:21][CH2:20][CH2:19][CH2:18]1>>[N:17]1([CH2:16][CH2:15][O:12][C:4]2[CH:5]=[C:6]([CH:7]=[CH:8][C:3]=2[O:2][CH3:1])[NH2:9])[CH2:22][CH2:21][CH2:20][CH2:19][CH2:18]1 |f:1.2|. Procedure: The title compound was prepared from 2-methoxy-5-nitrophenol and 1-(2-chloroethyl)piperidine hydrochloride using a similar procedure to Descriptions 1 and 2 (40%).